describe an organic reaction: reactants, conditions, products, and yield From a dataset of the Open Reaction Database (ORD), a public repository of structured organic reaction records. Starting materials: CC(C)(C)c1ccc(CN=C=O)cc1, Cc1ccccc1, CCN(C(C)C)C(C)C, Cc1cc2c(N)cccc2c(C)n1. As a reaction SMILES: [C:1]([CH3:2])([CH3:3])([CH3:4])[c:5]1[cH:6][cH:7][c:8]([CH2:11][N:12]=[C:13]=[O:14])[cH:9][cH:10]1.[CH3:37][c:38]1[cH:39][cH:40][cH:41][cH:42][cH:43]1.[CH:28]([N:29]([CH2:30][CH3:31])[CH:32]([CH3:33])[CH3:34])([CH3:35])[CH3:36].[NH2:15][c:16]1[c:17]2[cH:18][c:19]([CH3:27])[n:20][c:21]([CH3:26])[c:22]2[cH:23][cH:24][cH:25]1>>[C:1]([CH3:2])([CH3:3])([CH3:4])[c:5]1[cH:6][cH:7][c:8]([CH2:11][NH:12][C:13](=[O:14])[NH:15][c:16]2[c:17]3[cH:18][c:19]([CH3:27])[n:20][c:21]([CH3:26])[c:22]3[cH:23][cH:24][cH:25]2)[cH:9][cH:10]1. Yields the product Cc1cc2c(NC(=O)NCc3ccc(C(C)(C)C)cc3)cccc2c(C)n1. The reactants are C(C)OC(N1C(NCC1)=N[N+](=O)[O-])OCC (1-diethoxymethyl-2-nitroiminoimidazolidine), SC1=C(N)C=CC=C1 (2-mercaptoaniline), CN1C(N(CC1)C)=O (1.3-dimethyl-2-imidazolidinone). Solvent: C(C)(=O)OCC (ethyl acetate). Run at time 20 minute. The product is CSC1=C(C=CC=C1)N=CN1C(NCC1)=N[N+](=O)[O-] (1-(2-methylmercaptophenyliminomethyl)-2-nitroiminoimidazolidine). Reaction SMILES: C(O[CH:4](OCC)[N:5]1[CH2:9][CH2:8][NH:7][C:6]1=[N:10][N+:11]([O-:13])=[O:12])C.[SH:17][C:18]1[CH:24]=[CH:23][CH:22]=[CH:21][C:19]=1[NH2:20].[CH3:25]N1CCN(C)C1=O>C(OCC)(=O)C>[CH3:25][S:17][C:18]1[CH:24]=[CH:23][CH:22]=[CH:21][C:19]=1[N:20]=[CH:4][N:5]1[CH2:9][CH2:8][NH:7][C:6]1=[N:10][N+:11]([O-:13])=[O:12]. Procedure details: 0.05 g of boron trifluoride ether complex was added to a mixture of 46.4 g of 1-diethoxymethyl-2-nitroiminoimidazolidine, 27.8 g of 2-mercaptoaniline and 120 ml of 1.3-dimethyl-2-imidazolidinone under ice-cooling conditions, followed by agitation for 20 minutes. About 200 ml of ethyl acetate was added to the reaction mixture, and the resultant crystals were collected by filtration, washed with hexane and dried to give 61 g of 1-(2-methylmercaptophenyliminomethyl)-2-nitroiminoimidazolidine. As a reaction SMILES: O.C1(C)C=CC(S(O)(=O)=O)=CC=1.[Br:13][C:14]1[C:22]2[S:21][N:20]=[CH:19][C:18]=2[CH:17]=[C:16](N)[CH:15]=1.N([O-])=O.[Na+].[I-:28].[K+].C(=O)(O)[O-].[Na+].S([O-])([O-])(=O)=S.[Na+].[Na+]>C(#N)C.O>[Br:13][C:14]1[C:22]2[S:21][N:20]=[CH:19][C:18]=2[CH:17]=[C:16]([I:28])[CH:15]=1 |f:0.1,3.4,5.6,7.8,9.10.11|. Procedure: To a solution of p-toluenesulfonic acid monohydrate (1.36 g, 7.2 mmol) in acetonitrile (8.5 mL) was added 7-bromo-benzo[d]isothiazol-5-ylamine (400 mg, 1.74 mmol). The resulting suspension was cooled to 10 to 15° C. and a solution of sodium nitrite (331 mg, 4.8 mmol) and potassium iodide (996 mg, 6 mmol) in water (1.5 mL) was added gradually. The reaction mixture was stirred for 10 min and then allowed to come to RT and stirred for 16 h. The reaction mixture was treated with water (5 mL) and aqu... Yield: 50.7%. Reaction conditions: temperature 12.5 celsius, time 10 minute. Product: BrC1=CC(=CC=2C=NSC21)I (7-bromo-5-iodo-benzo[d]isothiazole). The solvent is C(C)#N (acetonitrile), O (water), O (water). The reactants are O.C1(=CC=C(C=C1)S(=O)(=O)O)C (p-toluenesulfonic acid monohydrate), BrC1=CC(=CC=2C=NSC21)N (7-bromo-benzo[d]isothiazol-5-ylamine), N(=O)[O-].[Na+] (sodium nitrite), [I-].[K+] (potassium iodide), C([O-])(O)=O.[Na+] (sodium bicarbonate), S(=S)(=O)([O-])[O-].[Na+].[Na+] (sodium thiosulfate). Reactants: C(=O)O[C@@H]1CN(CCC1)C=1N=C2N(C(C1/C=C/C(=O)OC(C)(C)C)=O)C=CC(=C2)\C=C\C=2SC=C(N2)C(C)C (tert-butyl (E)-3-{2-[(3S)-3-formyloxyhexahydro-1-pyridinyl]-8-[(E)-2-(4-isopropyl-1,3-thiazol-2-yl)-1-ethenyl]-4-oxo-4H-pyrido[1,2-a]pyrimidin-3-yl}-2-propenoate), C(=O)O[C@H]1CN(CCC1)C=1N=C2N(C(C1/C=C/C(=O)OC(C)(C)C)=O)C=CC(=C2)\C=C\C=2SC=C(N2)C(C)C (tert-Butyl (E)-3-{2-[(3R)-3-Formyloxyhexahydro-1-pyridinyl]-8-[(E)-2-(4-isopropyl-1,3-thiazol-2-yl)-1-ethenyl]-4-oxo-4H-pyrido[1,2-a]pyrimidin-3-yl}-2-propenoate), OC1CN(CCC1)C=1N=C2N(C(C1/C=C/C(=O)OC(C)(C)C)=O)C=CC(=C2)\C=C\C=2SC=C(N2)C(C)C (tert-Butyl (E)-3-{2-(3-hydroxypiperidino)-8-[(E)-2-(4-isopropyl-1,3-thiazol-2-yl)-1-ethenyl]-4-oxo-4H-pyrido[1,2-a]pyrimidin-3-yl}-2-propenoate). The product is O[C@@H]1CN(CCC1)C=1N=C2N(C(C1/C=C/C(=O)OC(C)(C)C)=O)C=CC(=C2)\C=C\C=2SC=C(N2)C(C)C (tert-Butyl (E)-3-{2-[(3S)-3-hydroxyhexahydro-1-pyridinyl]-8-[(E)-2-(4-isopropyl-1,3-thiazol-2-yl)-1-ethenyl]-4-oxo-4H-pyrido[1,2-a]pyrimidin-3-yl}-2-propenoate). The yield is 100.2%. Reaction SMILES: C([O:3][C@H:4]1[CH2:9][CH2:8][CH2:7][N:6]([C:10]2[N:11]=[C:12]3[CH:29]=[C:28](/[CH:30]=[CH:31]/[C:32]4[S:33][CH:34]=[C:35]([CH:37]([CH3:39])[CH3:38])[N:36]=4)[CH:27]=[CH:26][N:13]3[C:14](=[O:25])[C:15]=2/[CH:16]=[CH:17]/[C:18]([O:20][C:21]([CH3:24])([CH3:23])[CH3:22])=[O:19])[CH2:5]1)=O.C(O[C@@H]1CCCN(C2N=C3C=C(/C=C/C4SC=C(C(C)C)N=4)C=CN3C(=O)C=2/C=C/C(OC(C)(C)C)=O)C1)=O.OC1CCCN(C2N=C3C=C(/C=C/C4SC=C(C(C)C)N=4)C=CN3C(=O)C=2/C=C/C(OC(C)(C)C)=O)C1>>[OH:3][C@H:4]1[CH2:9][CH2:8][CH2:7][N:6]([C:10]2[N:11]=[C:12]3[CH:29]=[C:28](/[CH:30]=[CH:31]/[C:32]4[S:33][CH:34]=[C:35]([CH:37]([CH3:39])[CH3:38])[N:36]=4)[CH:27]=[CH:26][N:13]3[C:14](=[O:25])[C:15]=2/[CH:16]=[CH:17]/[C:18]([O:20][C:21]([CH3:22])([CH3:23])[CH3:24])=[O:19])[CH2:5]1. Procedure details: The tert-butyl (E)-3-{2-[(3S)-3-formyloxyhexahydro-1-pyridinyl]-8-[(E)-2-(4-isopropyl-1,3-thiazol-2-yl)-1-ethenyl]-4-oxo-4H-pyrido[1,2-a]pyrimidin-3-yl}-2-propenoate (164 mg, 0.298 mmol) obtained in (A) was treated in the same manner as in Example 102, (H) to obtain the title compound (156 mg, 100%). Starting materials: ( ε ), CC1=NC(=CS1)/C=C(\C)/[C@@H]2C[C@H]3[C@H](O3)CCC[C@@H]([C@@H]([C@H](C(=O)[C@@H]([C@H](CC(=O)O2)O)C)C)O)C (Epothilone A1), CCC1=NC(=CS1)/C=C(\C)/[C@@H]2C[C@H]3[C@H](O3)CCC[C@@H]([C@@H]([C@H](C(=O)C([C@H](CC(=O)O2)O)(C)C)C)O)C (Epothilone B10), CC1=NC(=CO1)/C=C(\C)/[C@@H]2C[C@H]3[C@H](O3)CCC[C@@H]([C@@H]([C@H](C(=O)C([C@H](CC(=O)O2)O)(C)C)C)O)C (Epothilone G1), ( 100 ), [K+].[Br-] (KBr), CC1=NC(=CO1)/C=C(\C)/[C@@H]2C[C@H]3[C@](O3)(CCC[C@@H]([C@@H]([C@H](C(=O)C([C@H](CC(=O)O2)O)(C)C)C)O)C)C (Epothilone G2), ( 32 ). The solvent is CO (MeOH), CO (MeOH). The product is CC1=NC(=CO1)/C=C(\C)/[C@@H]2C/C=C(\CCC[C@@H]([C@@H]([C@H](C(=O)C([C@H](CC(=O)O2)O)(C)C)C)O)C)/C (Epothilone H2). Reaction SMILES: [K+].[Br-].[CH3:3][C:4]1[O:8][CH:7]=[C:6](/[CH:9]=[C:10](/[C@H:12]2[O:30][C:28](=[O:29])[CH2:27][C@H:26]([OH:31])[C:25]([CH3:33])([CH3:32])[C:23](=[O:24])[C@H:22]([CH3:34])[C@@H:21]([OH:35])[C@@H:20]([CH3:36])[CH2:19][CH2:18][CH2:17][C@@:15]3([CH3:37])O[C@H:14]3[CH2:13]2)\[CH3:11])[N:5]=1.CCC1SC=C(/C=C(/[C@H]2OC(=O)C[C@H](O)C(C)(C)C(=O)[C@H](C)[C@@H](O)[C@@H](C)CCC[C@H]3O[C@H]3C2)\C)N=1.CC1SC=C(/C=C(/[C@H]2OC(=O)C[C@H](O)[C@@H](C)C(=O)[C@H](C)[C@@H](O)[C@@H](C)CCC[C@H]3O[C@H]3C2)\C)N=1.CC1OC=C(/C=C(/[C@H]2OC(=O)C[C@H](O)C(C)(C)C(=O)[C@H](C)[C@@H](O)[C@@H](C)CCC[C@H]3O[C@H]3C2)\C)N=1>CO>[CH3:3][C:4]1[O:8][CH:7]=[C:6](/[CH:9]=[C:10](/[C@H:12]2[O:30][C:28](=[O:29])[CH2:27][C@H:26]([OH:31])[C:25]([CH3:33])([CH3:32])[C:23](=[O:24])[C@H:22]([CH3:34])[C@@H:21]([OH:35])[C@@H:20]([CH3:36])[CH2:19][CH2:18][CH2:17][C:15]([CH3:37])=[CH:14][CH2:13]2)\[CH3:11])[N:5]=1 |f:0.1|. Procedure details: colorless amorphous solid; [α]D22−44.4 (c 0.25, MeOH); UV (MeOH) λmax nm (ε) 203 (14500), 236 (12200); IR (KBr) νmax 3436, 2967, 2935, 2880, 1734, 1690, 1586, 1251, 1007 cm−1; 1H NMR (CDCl3, 400 MHz) δ 7.46 (1H, s, H-19), 6.30 (1H, bs, H-17), 5.23 (1H, dd, J=9.8, 2.1 Hz, H-15), 5.12 (1H, dd, J=10.1, 5.3 Hz, H-13), 4.20 (1H, ddd, J=10.8, 5.7, 2.9 Hz, H-3), 3.71 (1H, ddd, J=3.8, 2.6, 2.6 Hz, H-7), 3.14 (1H, dq, J=2.6, 6.9 Hz, H-6), 2.93 (d, J=5.7 Hz, 3-OH), 2.90 (1H, bd, J=2.6 Hz, 7-OH), 2.62 (1H,... The reactants are [BH3-]C#N, COc1ccc(S(=O)(=O)n2cc(C=O)cc2-c2ccccc2)cc1, C[NH3+], CO, [Cl-], [Na+]. The product is CNCc1cc(-c2ccccc2)n(S(=O)(=O)c2ccc(OC)cc2)c1, Cl. RXN SMILES: [C:28](#[N:29])[BH3-:30].[CH3:1][O:2][c:3]1[cH:4][cH:5][c:6]([S:9](=[O:10])(=[O:11])[n:12]2[cH:13][c:14]([CH:23]=[O:24])[cH:15][c:16]2-[c:17]2[cH:18][cH:19][cH:20][cH:21][cH:22]2)[cH:7][cH:8]1.[CH3:26][NH3+:27].[CH3:32][OH:33].[Cl-:25].[Na+:31]>>[CH3:1][O:2][c:3]1[cH:4][cH:5][c:6]([S:9](=[O:10])(=[O:11])[n:12]2[cH:13][c:14]([CH2:23][NH:29][CH3:28])[cH:15][c:16]2-[c:17]2[cH:18][cH:19][cH:20][cH:21][cH:22]2)[cH:7][cH:8]1.[ClH:25].